From a dataset of the Open Reaction Database (ORD), a public repository of structured organic reaction records. describe an organic reaction: reactants, conditions, products, and yield Reactants: CN(C)C=O, Clc1ccc(CBr)cc1Cl, [H-], O=[N+]([O-])c1cc[nH]n1, [Na+]. Product: O=[N+]([O-])c1ccn(Cc2ccc(Cl)c(Cl)c2)n1. As a reaction SMILES: [CH3:21][N:22]([CH3:23])[CH:24]=[O:25].[Cl:11][c:12]1[cH:13][c:14]([CH2:15][Br:16])[cH:17][cH:18][c:19]1[Cl:20].[H-:9].[N+:1](=[O:2])([O-:3])[c:4]1[n:5][nH:6][cH:7][cH:8]1.[Na+:10]>>[N+:1](=[O:2])([O-:3])[c:4]1[n:5][n:6]([CH2:15][c:14]2[cH:13][c:12]([Cl:11])[c:19]([Cl:20])[cH:18][cH:17]2)[cH:7][cH:8]1. Reactants: C(C)(C)(C)OC(NC(CC(N1CC2=C(N3C=CN=C3C1)C=CC=C2)=O)CC2=C(C=C(C(=C2)F)F)F)=O ([3-oxo-3-(4H,6H-3,5,10b-triaza-benzo[e]azulen-5-yl)-1-(2,4,5-trifluoro-benzyl)-propyl]-carbamic acid tert-butyl ester), FC(C(=O)O)(F)F (trifluoroacetic acid), FC(C(=O)O)(F)F (trifluoroacetic acid). The solvent is C(Cl)Cl (DCM), C(Cl)Cl (DCM). Run at time 1 hour. Yields the product FC(C(=O)O)(F)F (trifluoroacetic acid), NC(CC(=O)N1CC2=C(N3C=CN=C3C1)C=CC=C2)CC2=C(C=C(C(=C2)F)F)F (3-amino-1-(4H,6H-3,5,10b-triaza-benzo[e]azulen-5-yl)-4-(2,4,5-trifluoro-phenyl)-butan-1-one). Yield: 98.0%. RXN SMILES: C(OC(=O)[NH:7][CH:8]([CH2:26][C:27]1[CH:32]=[C:31]([F:33])[C:30]([F:34])=[CH:29][C:28]=1[F:35])[CH2:9][C:10](=[O:25])[N:11]1[CH2:20][C:19]2[N:15]([CH:16]=[CH:17][N:18]=2)[C:14]2[CH:21]=[CH:22][CH:23]=[CH:24][C:13]=2[CH2:12]1)(C)(C)C.[F:37][C:38]([F:43])([F:42])[C:39]([OH:41])=[O:40]>C(Cl)Cl>[F:37][C:38]([F:43])([F:42])[C:39]([OH:41])=[O:40].[NH2:7][CH:8]([CH2:26][C:27]1[CH:32]=[C:31]([F:33])[C:30]([F:34])=[CH:29][C:28]=1[F:35])[CH2:9][C:10]([N:11]1[CH2:20][C:19]2[N:15]([CH:16]=[CH:17][N:18]=2)[C:14]2[CH:21]=[CH:22][CH:23]=[CH:24][C:13]=2[CH2:12]1)=[O:25]. Reported procedure: To a solution of [3-oxo-3-(4H,6H-3,5,10b-triaza-benzo[e]azulen-5-yl)-1-(2,4,5-trifluoro-benzyl)-propyl]-carbamic acid tert-butyl ester (30 mg, 0.06 mmol) in DCM (3 mL), was added trifluoroacetic acid (0.18 nit, 3 mL/mmol)). The reaction mixture was stirred at r.t. for 1 h. After the completion of the reaction as confirmed by TLC, excess of trifluoroacetic acid and DCM were removed in vacuo to afford a gummy solid which was crystallised from hexane to afford trifluoroacetic acid salt of 3-amino-1... Reactants: BrC=1C=NC(=NC1)Cl (5-bromo-2-chloropyrimidine), FC1=CC=C(C=C1)B(O)O (4-fluorophenylboronic acid), C([O-])([O-])=O.[K+].[K+] (potassium carbonate). Run in O1CCOCC1 (1,4-dioxane). Product: ClC1=NC=C(C=N1)C1=CC=C(C=C1)F (2-Chloro-5-(4-fluorophenyl)pyrimidine). As a reaction SMILES: Br[C:2]1[CH:3]=[N:4][C:5]([Cl:8])=[N:6][CH:7]=1.[F:9][C:10]1[CH:15]=[CH:14][C:13](B(O)O)=[CH:12][CH:11]=1.C(=O)([O-])[O-].[K+].[K+]>O1CCOCC1>[Cl:8][C:5]1[N:4]=[CH:3][C:2]([C:13]2[CH:14]=[CH:15][C:10]([F:9])=[CH:11][CH:12]=2)=[CH:7][N:6]=1 |f:2.3.4|. Procedure details: A mixture of 5-bromo-2-chloropyrimidine (500 mg, 2 mmol), 4-fluorophenylboronic acid (430 mg, 3.1 mmol), [1,1′-bis(diphenylphosphino)ferrocene]dichloropalladium(II) dichloromethane complex (1:1) (210 mg, 0.26 mmol) and potassium carbonate (1.8 g, 13 mmol) in 1,4-dioxane (6 mL) was irradiated under microwave at 120° C. for 30 min. After cooling, the solvent was evaporated. The residue was purified by flash chromatography eluting with ethyl acetate in hexanes to give the desired product. (376 mg) ... The reactants are C1(=CC=CC=C1)O (phenol), organometallic, C=O (formaldehyde), tertiary amine. Yields the product C(C=1C(O)=CC=CC1)=O (salicylaldehyde). As a reaction SMILES: [C:1]1([OH:7])[CH:6]=[CH:5][CH:4]=[CH:3][CH:2]=1.[CH2:8]=[O:9]>>[CH:8](=[O:9])[C:2]1[C:1](=[CH:6][CH:5]=[CH:4][CH:3]=1)[OH:7]. Procedure: A method in which a salicylaldehyde is prepared in good yield by one step reaction using as starting materials a phenol and a formaldehyde and a specific catalyst (a base represented by a tertiary amine and/or an organometallic salt): The reactants are CCc1[nH]c(C(=O)O)nc1Cl, COC(=O)c1cc(N2CCC(N)C(OC)C2)ccc1F, On1nnc2ccccc21. Yields the product CCc1[nH]c(C(=O)NC2CCN(c3ccc(F)c(C(=O)OC)c3)CC2OC)nc1Cl. As a reaction SMILES: [Cl:21][c:22]1[n:23][c:24]([C:29](=[O:30])[OH:31])[nH:25][c:26]1[CH2:27][CH3:28].[NH2:1][CH:2]1[CH:3]([O:19][CH3:20])[CH2:4][N:5]([c:8]2[cH:9][cH:10][c:11]([F:18])[c:12]([C:13](=[O:14])[O:15][CH3:16])[cH:17]2)[CH2:6][CH2:7]1.[OH:32][n:33]1[c:34]2[c:35]([cH:36][cH:37][cH:38][cH:39]2)[n:40][n:41]1>>[NH:1]([CH:2]1[CH:3]([O:19][CH3:20])[CH2:4][N:5]([c:8]2[cH:9][cH:10][c:11]([F:18])[c:12]([C:13](=[O:14])[O:15][CH3:16])[cH:17]2)[CH2:6][CH2:7]1)[C:29]([c:24]1[n:23][c:22]([Cl:21])[c:26]([CH2:27][CH3:28])[nH:25]1)=[O:30].